From a dataset of the Open Reaction Database (ORD), a public repository of structured organic reaction records. describe an organic reaction: reactants, conditions, products, and yield Reactants: C(C1=CC=CC=C1)N1C[C@H]2[C@@H](C1)[C@@H](CC2)N ((3aS,4R,6aR)-2-benzyloctahydrocyclopenta[c]pyrrol-4-amine), C1(=CC=CC=C1)[C@@H](C(=O)O)CC ((S)-2-phenylbutanoic acid). The product is C(C1=CC=CC=C1)N1C[C@@H]2[C@H](C1)[C@H](CC2)NC([C@H](C)C2=CC=CC=C2)=O ((2R)—N-[(3aR,4S,6aS)-2-benzyloctahydrocyclopenta[c]pyrrol-4-yl]-2-phenylpropanamide). RXN SMILES: [CH2:1]([N:8]1[CH2:12][C@H:11]2[C@H:13]([NH2:16])[CH2:14][CH2:15][C@H:10]2[CH2:9]1)[C:2]1[CH:7]=[CH:6][CH:5]=[CH:4][CH:3]=1.[C:17]1([C@H:23]([CH2:27]C)[C:24](O)=[O:25])[CH:22]=[CH:21][CH:20]=[CH:19][CH:18]=1>>[CH2:1]([N:8]1[CH2:12][C@@H:11]2[C@@H:13]([NH:16][C:24](=[O:25])[C@@H:23]([C:17]3[CH:22]=[CH:21][CH:20]=[CH:19][CH:18]=3)[CH3:27])[CH2:14][CH2:15][C@@H:10]2[CH2:9]1)[C:2]1[CH:3]=[CH:4][CH:5]=[CH:6][CH:7]=1. Reported procedure: The title compound was prepared by substituting (3aR,4S,6aS)-2-benzyloctahydrocyclopenta[c]pyrrol-4-amine from Step A of Example 33 for (3aS,4R,6aR)-2-benzyloctahydrocyclopenta[c]pyrrol-4-amine and substituting (R)-2-phenylpropanoic acid for (S)-2-phenylbutanoic acid in Step F of the procedure used to prepare Example 16: 1H NMR (500 MHz, CDCl3) δ ppm 7.37-7.26 (m, J=5.5, 7.5, 8H), 7.25-7.18 (m, 2H), 5.19 (d, J=5.9, 1H), 4.06-3.89 (m, 1H), 3.59 (d, J=13.0, 1H), 3.48 (ddd, J=7.6, 13.7, 21.0, 2H), ... The reactants are C(C)(C)NC=1OC(=NN1)C=1C=C2C(=CN(C2=CC1)S(=O)(=O)C1=CC=C(C)C=C1)B1OC(C(O1)(C)C)(C)C (N-isopropyl-5-(3-(4,4,5,5-tetramethyl-1,3,2-dioxaborolan-2-yl)-1-tosyl-1H-indol-5-yl)-1,3,4-oxadiazol-2-amine), BrC1=CC=CC(=N1)C(=O)O (6-bromopicolinic acid), O (water), C(=O)([O-])[O-].[Na+].[Na+] (Na2CO3). Reagents/catalysts: C=1C=CC(=CC1)[P](C=2C=CC=CC2)(C=3C=CC=CC3)[Pd]([P](C=4C=CC=CC4)(C=5C=CC=CC5)C=6C=CC=CC6)([P](C=7C=CC=CC7)(C=8C=CC=CC8)C=9C=CC=CC9)[P](C=1C=CC=CC1)(C=1C=CC=CC1)C=1C=CC=CC1 (Pd(PPh3)4). Run in COCCOC (DME). Reaction conditions: temperature 90 celsius. The product is C(C)(C)NC1=NN=C(O1)C=1C=C2C(=CN(C2=CC1)S(=O)(=O)C1=CC=C(C)C=C1)C1=CC=CC(=N1)C(=O)O (6-(5-(5-(isopropylamino)-1,3,4-oxadiazol-2-yl)-1-tosyl-1H-indol-3-yl)picolinic acid). As a reaction SMILES: [CH:1]([NH:4][C:5]1[O:6][C:7]([C:10]2[CH:11]=[C:12]3[C:16](=[CH:17][CH:18]=2)[N:15]([S:19]([C:22]2[CH:28]=[CH:27][C:25]([CH3:26])=[CH:24][CH:23]=2)(=[O:21])=[O:20])[CH:14]=[C:13]3B2OC(C)(C)C(C)(C)O2)=[N:8][N:9]=1)([CH3:3])[CH3:2].Br[C:39]1[N:44]=[C:43]([C:45]([OH:47])=[O:46])[CH:42]=[CH:41][CH:40]=1.O.C([O-])([O-])=O.[Na+].[Na+]>COCCOC.C1C=CC([P]([Pd]([P](C2C=CC=CC=2)(C2C=CC=CC=2)C2C=CC=CC=2)([P](C2C=CC=CC=2)(C2C=CC=CC=2)C2C=CC=CC=2)[P](C2C=CC=CC=2)(C2C=CC=CC=2)C2C=CC=CC=2)(C2C=CC=CC=2)C2C=CC=CC=2)=CC=1>[CH:1]([NH:4][C:5]1[O:6][C:7]([C:10]2[CH:11]=[C:12]3[C:16](=[CH:17][CH:18]=2)[N:15]([S:19]([C:22]2[CH:28]=[CH:27][C:25]([CH3:26])=[CH:24][CH:23]=2)(=[O:20])=[O:21])[CH:14]=[C:13]3[C:39]2[N:44]=[C:43]([C:45]([OH:47])=[O:46])[CH:42]=[CH:41][CH:40]=2)=[N:8][N:9]=1)([CH3:3])[CH3:2] |f:3.4.5,^1:64,66,85,104|. Procedure: To a solution of N-isopropyl-5-(3-(4,4,5,5-tetramethyl-1,3,2-dioxaborolan-2-yl)-1-tosyl-1H-indol-5-yl)-1,3,4-oxadiazol-2-amine (500 mg, 0.957 mmol) and 6-bromopicolinic acid (280 mg, 1.436 mmol, Sigma-Aldrich) in DME (10 mL)/water (2.5 mL) was added Na2CO3 (304 mg, 2.871 mmol) and Pd(PPh3)4 (111 mg, 0.096 mmol) and Ar gas was bubbled for 5 min. The reaction mixture was heated at 90° C. for 4 h. The reaction was quenched with water (200 mL) to get a brown precipitate. The precipitate was filtered... The reactants are O=C1c2ccccc2C(=O)N1CCBr, O=C([O-])[O-], CC#N, Fc1ccc2c(C3CCNCC3)nsc2c1, [K+], [K+]. Yields the product O=C1c2ccccc2C(=O)N1CCN1CCC(c2nsc3cc(F)ccc23)CC1. As a reaction SMILES: [Br:23][CH2:24][CH2:25][N:26]1[C:27](=[O:36])[c:28]2[c:29]([cH:32][cH:33][cH:34][cH:35]2)[C:30]1=[O:31].[C:17](=[O:18])([O-:19])[O-:20].[CH3:37][C:38]#[N:39].[F:1][c:2]1[cH:3][c:4]2[c:5]([c:6]([CH:9]3[CH2:10][CH2:11][NH:12][CH2:13][CH2:14]3)[n:7][s:8]2)[cH:15][cH:16]1.[K+:21].[K+:22]>>[F:1][c:2]1[cH:3][c:4]2[c:5]([c:6]([CH:9]3[CH2:10][CH2:11][N:12]([CH2:24][CH2:25][N:26]4[C:27](=[O:36])[c:28]5[c:29]([cH:32][cH:33][cH:34][cH:35]5)[C:30]4=[O:31])[CH2:13][CH2:14]3)[n:7][s:8]2)[cH:15][cH:16]1. Starting materials: C(C)C1=NC=2C(=NC=CC2)N1 (2-Ethyl-3H-imidazo[4,5-b]pyridine), N (ammonia), ClC1=CC(=CC=C1)C(=O)OO (m-chloroperbenzoic acid), P(=O)(Cl)(Cl)Cl (Phosphorus oxychloride). Run in C(Cl)(Cl)Cl (chloroform). Reaction conditions: time 5 hour. Yields the product ClC1=C2C(=NC=C1)NC(=N2)CC (7-chloro-2-ethyl-3H-imidazo[4,5-b]pyridine). Yield: 67.0%. RXN SMILES: [CH2:1]([C:3]1[NH:11][C:6]2=[N:7][CH:8]=[CH:9][CH:10]=[C:5]2[N:4]=1)[CH3:2].[Cl:12]C1C=CC=C(C(OO)=O)C=1.P(Cl)(Cl)(Cl)=O.N>C(Cl)(Cl)Cl>[Cl:12][C:10]1[CH:9]=[CH:8][N:7]=[C:6]2[NH:11][C:3]([CH2:1][CH3:2])=[N:4][C:5]=12. Procedure: 2-Ethyl-3H-imidazo[4,5-b]pyridine (U.S. Pat. No. 5,332,744; 4.00 g, 27.2 mmol) was dissolved in chloroform (45 mL), and the solution was added with m-chloroperbenzoic acid (5.18 g, 29.9 mmol) followed by stirring at room temperature for 5 hr. The reaction mixture was concentrated, added with ethyl acetate and water, and partitioned between ethyl acetate and water. The aqueous layer was concentrated and the residue was dissolved in chloroform (8 mL). Phosphorus oxychloride (24 mL, 257 mmol) was a... The reactants are N1=C(C=CC=C1)CO (2-pyridylmethanol), BrC1=CN(C2=NC(=CC=C21)F)C (3-bromo-6-fluoro-1-methyl-pyrrolo[2,3-b]pyridine), CC(C)([O-])C.[K+] (Potassium tert-butoxide), O (Water). Run in CN(C)C=O (DMF), CN(C)C=O (DMF), CN(C)C=O (DMF). Conditions: time 40 minute. The product is BrC1=CN(C2=NC(=CC=C21)OCC2=NC=CC=C2)C (3-bromo-1-methyl-6-(pyridin-2-ylmethoxy)-1H-pyrrolo[2,3-b]pyridine). The yield is 99.7%. As a reaction SMILES: CC(C)([O-])C.[K+].[N:7]1[CH:12]=[CH:11][CH:10]=[CH:9][C:8]=1[CH2:13][OH:14].[Br:15][C:16]1[C:24]2[C:19](=[N:20][C:21](F)=[CH:22][CH:23]=2)[N:18]([CH3:26])[CH:17]=1.O>CN(C=O)C>[Br:15][C:16]1[C:24]2[C:19](=[N:20][C:21]([O:14][CH2:13][C:8]3[CH:9]=[CH:10][CH:11]=[CH:12][N:7]=3)=[CH:22][CH:23]=2)[N:18]([CH3:26])[CH:17]=1 |f:0.1|. Procedure details: Potassium tert-butoxide (137.4 g; 1.19 mol) and DMF (1.44 L) are charged into a flask, and a solution of 2-pyridylmethanol (145.8 g, 1.34 mol) in DMF (306 mL) is added over 15 min. The flask is cooled as necessary to maintain room temperature. The mixture is stirred at room temperature for 40 minutes. A solution of 3-bromo-6-fluoro-1-methyl-pyrrolo[2,3-b]pyridine (170 g, 742.2 mmol) in DMF (306 mL) is added over 15 min., maintaining the temperature between 20 and 25° C. The mixture is stirred fo...